This data is from the Open Reaction Database (ORD), a public repository of structured organic reaction records. The task is: describe an organic reaction: reactants, conditions, products, and yield Reactants: [N+](=O)(O)[O-] (nitric acid), C(C)(=O)N1[C@@H](C[C@H](C1)O)C(=O)N[C@@H](CCCNC=NN)C(=O)C=1SC2=C(N1)C=CC=C2 ((2S,4R)-1-Acetyl-N-[(1S)-4-[(aminoiminomethyl)amino]-1-(2-benzothiazolylcarbonyl)butyl]-4-hydroxy-2-pyrrolidinecarboxamide), nitrate salt. Solvent: C(C)#N (acetonitrile), C(C)#N (acetonitrile), C(C)#N (acetonitrile), C(C)O (ethanol). Reaction conditions: time 18 hour. The product is [N+](=O)(O)[O-].C(C)(=O)N1[C@@H](C[C@H](C1)O)C(=O)N[C@@H](CCCNC=NN)C(=O)C=1SC2=C(N1)C=CC=C2 ((2S,4R)-1-Acetyl-N-[(1S)-4-[(aminoiminomethyl)amino]-1-(2-benzothiazolylcarbonyl)butyl]-4-hydroxy-2-pyrrolidinecarboxamide Nitrate Salt). Reaction SMILES: [C:1]([N:4]1[CH2:8][C@H:7]([OH:9])[CH2:6][C@H:5]1[C:10]([NH:12][C@H:13]([C:21]([C:23]1[S:24][C:25]2[CH:31]=[CH:30][CH:29]=[CH:28][C:26]=2[N:27]=1)=[O:22])[CH2:14][CH2:15][CH2:16][NH:17][CH:18]=[N:19][NH2:20])=[O:11])(=[O:3])[CH3:2].[N+:32]([O-:35])([OH:34])=[O:33]>C(#N)C.C(O)C>[N+:32]([O-:35])([OH:34])=[O:33].[C:1]([N:4]1[CH2:8][C@H:7]([OH:9])[CH2:6][C@H:5]1[C:10]([NH:12][C@H:13]([C:21]([C:23]1[S:24][C:25]2[CH:31]=[CH:30][CH:29]=[CH:28][C:26]=2[N:27]=1)=[O:22])[CH2:14][CH2:15][CH2:16][NH:17][CH:18]=[N:19][NH2:20])=[O:11])(=[O:3])[CH3:2] |f:4.5|. Procedure details: (2S,4R)-1-Acetyl-N-[(1S)-4-[(aminoiminomethyl)amino]-1-(2-benzothiazolylcarbonyl)butyl]-4-hydroxy-2-pyrrolidinecarboxamide as a free base in a diastereomeric ratio of 40:60 (591 mg, 1.27 mmol) was dissolved into a mixture of acetonitrile (6 mL) and ethanol (8 mL). To the mixture was added a solution of nitric acid (113 mg, 1.27 mmol) in acetonitrile (2 mL). Additional acetonitrile was then added until the cloud point. To the mixture were then added seeds of the desired nitrate salt. (The seeds w...